Dataset: the Open Reaction Database (ORD), a public repository of structured organic reaction records. Task: describe an organic reaction: reactants, conditions, products, and yield Reactants: ClCC#CC1=CC(=C(C=C1)[N+](=O)[O-])OC (4-(3-chloro-1-propyn-1-yl)-2-(methyloxy)-1-nitrobenzene), CN1CCNCC1 (1-methylpiperazine). Solvent: O1CCOCC1 (dioxane). Reaction conditions: temperature 110 celsius. Product: CN1CCN(CC1)CC#CC1=CC(=C(C=C1)[N+](=O)[O-])OC (1-methyl-4-{3-[3-(methyloxy)-4-nitrophenyl]-2-propyn-1-yl}piperazine). Yield: 97.3%. As a reaction SMILES: Cl[CH2:2][C:3]#[C:4][C:5]1[CH:10]=[CH:9][C:8]([N+:11]([O-:13])=[O:12])=[C:7]([O:14][CH3:15])[CH:6]=1.[CH3:16][N:17]1[CH2:22][CH2:21][NH:20][CH2:19][CH2:18]1>O1CCOCC1>[CH3:16][N:17]1[CH2:22][CH2:21][N:20]([CH2:2][C:3]#[C:4][C:5]2[CH:10]=[CH:9][C:8]([N+:11]([O-:13])=[O:12])=[C:7]([O:14][CH3:15])[CH:6]=2)[CH2:19][CH2:18]1. Procedure: To 4-(3-chloro-1-propyn-1-yl)-2-(methyloxy)-1-nitrobenzene (Example 139, step B) (0.250 g, 1.1 mmol) in 10 mL of dioxane was added, 1-methylpiperazine (0.31 g, 3.1 mmol). The mixture was heated to 110° C. for 3 h. The mixture was purified by flash chromatography to give the title compound of step A (0.309 g, 1.07 mmol, 97%). 1H NMR (400 MHz, CDCl3) δ ppm 7.78 (d, J=8.24 Hz, 1H), 7.11 (s, 1H), 7.04 (dd, J=8.33, 1.56 Hz, 1H), 3.94 (s, 3H), 3.55 (s, 2H), 2.64-2.78 (m, 4H), 2.47-2.62 (m, 4H), 2.33 (... The reactants are O=C([O-])[O-], Cc1ccccc1, Cc1cc(-c2cccc(C(F)(F)F)c2)c(Cl)nc1C(=O)N1CCC(N2CCCC2)CC1, [Cs+], [Cs+], NCCN, CC(=O)[O-], CC(=O)[O-], [Pd+2]. Product: Cc1cc(-c2cccc(C(F)(F)F)c2)c(NCCN)nc1C(=O)N1CCC(N2CCCC2)CC1. As a reaction SMILES: [C:36](=[O:37])([O-:38])[O-:39].[CH3:42][c:43]1[cH:44][cH:45][cH:46][cH:47][cH:48]1.[Cl:1][c:2]1[c:3](-[c:22]2[cH:23][c:24]([C:28]([F:29])([F:30])[F:31])[cH:25][cH:26][cH:27]2)[cH:4][c:5]([CH3:21])[c:6]([C:8](=[O:9])[N:10]2[CH2:11][CH2:12][CH:13]([N:16]3[CH2:17][CH2:18][CH2:19][CH2:20]3)[CH2:14][CH2:15]2)[n:7]1.[Cs+:40].[Cs+:41].[NH2:32][CH2:33][CH2:34][NH2:35].[O-:50][C:51]([CH3:52])=[O:53].[O-:54][C:55]([CH3:56])=[O:57].[Pd+2:49]>>[c:2]1([NH:35][CH2:34][CH2:33][NH2:32])[c:3](-[c:22]2[cH:23][c:24]([C:28]([F:29])([F:30])[F:31])[cH:25][cH:26][cH:27]2)[cH:4][c:5]([CH3:21])[c:6]([C:8](=[O:9])[N:10]2[CH2:11][CH2:12][CH:13]([N:16]3[CH2:17][CH2:18][CH2:19][CH2:20]3)[CH2:14][CH2:15]2)[n:7]1. Starting materials: ClC1=NC=C(C2=CC=CC=C12)O (1-Chloroisoquinolin-4-ol), [Si](C)(C)(C(C)(C)C)Cl (tert-butyldimethylsilyl chloride). Product: [Si](C)(C)(C(C)(C)C)OC1=CN=C(C2=CC=CC=C12)Cl (4-{[tert-butyl(dimethyl)silyl]oxy}-1-chloroisoquinoline). As a reaction SMILES: [Cl:1][C:2]1[C:11]2[C:6](=[CH:7][CH:8]=[CH:9][CH:10]=2)[C:5]([OH:12])=[CH:4][N:3]=1.[Si:13](Cl)([C:16]([CH3:19])([CH3:18])[CH3:17])([CH3:15])[CH3:14]>>[Si:13]([O:12][C:5]1[C:6]2[C:11](=[CH:10][CH:9]=[CH:8][CH:7]=2)[C:2]([Cl:1])=[N:3][CH:4]=1)([C:16]([CH3:19])([CH3:18])[CH3:17])([CH3:15])[CH3:14]. Reported procedure: 1-Chloroisoquinolin-4-ol was treated with tert-butyldimethylsilyl chloride to produce 4-{[tert-butyl(dimethyl)silyl]oxy}-1-chloroisoquinoline. Halogen exchange gave 4-{[tert-butyl(dimethyl)silyl]oxy}-1-iodoisoquinoline, which was treated with copper iodide and methyl difluoro(fluorosulfonyl)acetate to produce 1-(trifluoromethyl)isoquinolin-4-ol.